From a dataset of the Open Reaction Database (ORD), a public repository of structured organic reaction records. describe an organic reaction: reactants, conditions, products, and yield Reactants: OBO, N#Cc1cccc(Br)c1, COc1ccccc1CNC1CCC(N(C)C(=O)OC(C)(C)C)CC1. Product: COc1ccc(-c2cccc(C#N)c2)cc1CNC1CCC(N(C)C(=O)OC(C)(C)C)CC1. Reaction SMILES: [BH:1]([OH:2])[OH:3].[Br:29][c:30]1[cH:31][c:32]([C:33]#[N:34])[cH:35][cH:36][cH:37]1.[C:4](=[O:5])([O:6][C:7]([CH3:8])([CH3:9])[CH3:10])[N:11]([CH:12]1[CH2:13][CH2:14][CH:15]([NH:18][CH2:19][c:20]2[cH:21][cH:22][cH:23][cH:24][c:25]2[O:26][CH3:27])[CH2:16][CH2:17]1)[CH3:28]>>[C:4](=[O:5])([O:6][C:7]([CH3:8])([CH3:9])[CH3:10])[N:11]([CH:12]1[CH2:13][CH2:14][CH:15]([NH:18][CH2:19][c:20]2[cH:21][c:22](-[c:30]3[cH:31][c:32]([C:33]#[N:34])[cH:35][cH:36][cH:37]3)[cH:23][cH:24][c:25]2[O:26][CH3:27])[CH2:16][CH2:17]1)[CH3:28]. The reactants are C([O-])([O-])=O.[K+].[K+] (potassium carbonate), C(C)I (ethyl iodide), CC1(CC(=NO1)SCC=1C(=NN(C1C(F)(F)F)C)O)C (5,5-dimethyl-3-(3-hydroxy-1-methyl-5-trifluoromethyl-1H-pyrazol-4-ylmethylthio)-2-isoxazoline), O (water). Yield: 88.9%. Procedure details: 0.20 g (1.3 mmoles) of anhydrous potassium carbonate and 0.20 g (1.5 mmoles) of ethyl iodide were added to a solution of 0.30 g (1.0 mmoles) of 5,5-dimethyl-3-(3-hydroxy-1-methyl-5-trifluoromethyl-1H-pyrazol-4-ylmethylthio)-2-isoxazoline dissolved in 10 ml of N,N-dimethylformamide. The mixture was stirred at 50° C. for 3 hours to give rise to a reaction. After the completion of the reaction, the reaction mixture was poured into water, followed by extraction with ethyl acetate. The resulting-orga... Yields the product CC1(CC(=NO1)SCC=1C(=NN(C1C(F)(F)F)C)OCC)C (5,5-dimethyl-3-(3-ethoxy-1-methyl-5-trifluoromethyl-1H-pyrazol-4-ylmethylthio)-2-isoxazoline). Run in CN(C=O)C (N,N-dimethylformamide). Run at temperature 50 celsius, time 3 hour. RXN SMILES: C(=O)([O-])[O-].[K+].[K+].[CH2:7](I)[CH3:8].[CH3:10][C:11]1([CH3:29])[O:15][N:14]=[C:13]([S:16][CH2:17][C:18]2[C:19]([OH:28])=[N:20][N:21]([CH3:27])[C:22]=2[C:23]([F:26])([F:25])[F:24])[CH2:12]1.O>CN(C)C=O>[CH3:10][C:11]1([CH3:29])[O:15][N:14]=[C:13]([S:16][CH2:17][C:18]2[C:19]([O:28][CH2:7][CH3:8])=[N:20][N:21]([CH3:27])[C:22]=2[C:23]([F:26])([F:25])[F:24])[CH2:12]1 |f:0.1.2|. The reactants are C1=CC(=CC=C1C(=O)CBr)Cl (ω-bromo-4-chloroacetophenone), CC1=C(N)C(=CC=C1)C (2,6-dimethylaniline). Run in C(C)O (ethanol), C(C)O (ethanol). Reaction conditions: temperature 50 celsius. The product is CC1=C(NCC(C2=CC=C(C=C2)Cl)=O)C(=CC=C1)C (2,6-dimethyl-N-(4-chlorobenzoylmethyl)-aniline). The yield is 54.8%. As a reaction SMILES: [CH:1]1[C:6]([C:7]([CH2:9]Br)=[O:8])=[CH:5][CH:4]=[C:3]([Cl:11])[CH:2]=1.[CH3:12][C:13]1[CH:19]=[CH:18][CH:17]=[C:16]([CH3:20])[C:14]=1[NH2:15]>C(O)C>[CH3:12][C:13]1[CH:19]=[CH:18][CH:17]=[C:16]([CH3:20])[C:14]=1[NH:15][CH2:9][C:7](=[O:8])[C:6]1[CH:5]=[CH:4][C:3]([Cl:11])=[CH:2][CH:1]=1. Procedure: 46.7 g (0.2 mole) of ω-bromo-4-chloroacetophenone in 40 ml of ethanol were added to 48.4 g (0.4 mole) of 2,6-dimethylaniline in 40 ml of ethanol and the mixture was warmed to 50° C. for 20 minutes. Thereafter, it was cooled to 0° C. and the crystals which had formed were filtered off and rinsed with a little ethanol. 30 g (55% of theory) of 2,6-dimethyl-N-(4-chlorobenzoylmethyl)-aniline of melting point 82° C. were obtained. Starting materials: Cl.N1CCC1 (azetidine hydrochloride), CC(=O)[O-].[Na+] (NaOAc), ( g ), [BH-](OC(=O)C)(OC(=O)C)OC(=O)C.[Na+] (NaBH(OAc)3), [BH3-]C#N.[Na+] (NaBH3CN), C1(CC1)N(C)CC1=CC2=C(OC3=C2N=C(N=C3N3CCOCC3)C3=C2C=CNC2=CC=C3)N=C1 (Cyclopropyl-[2-(1H-indol-4-yl)-4-morpholin-4-yl-pyrido[3′,2′:4,5]furo[3,2-d]pyrimidin-8-ylmethyl]-methyl-amine). Run in [Cl-].[Na+].O (brine), CCOC(=O)C (EtOAc), CO (MeOH), C(Cl)Cl (CH2Cl2), CN(C)C=O (DMF). Conditions: time 16 hour. The product is N1(CCC1)CC1=CC2=C(OC3=C2N=C(N=C3N3CCOCC3)C3=C2C=CNC2=CC=C3)N=C1 (8-Azetidin-1-ylmethyl-2-(1H-indol-4-yl)-4-morpholin-4-yl-pyrido[3′,2′:4,5]furo[3,2-d]pyrimidine). As a reaction SMILES: [CH:1]1([N:4]([CH2:6][C:7]2[CH:34]=[N:33][C:10]3[O:11][C:12]4[C:17]([N:18]5[CH2:23][CH2:22][O:21][CH2:20][CH2:19]5)=[N:16][C:15]([C:24]5[CH:32]=[CH:31][CH:30]=[C:29]6[C:25]=5[CH:26]=[CH:27][NH:28]6)=[N:14][C:13]=4[C:9]=3[CH:8]=2)[CH3:5])C[CH2:2]1.Cl.N1CCC1.CC([O-])=O.[Na+].[BH-](OC(C)=O)(OC(C)=O)OC(C)=O.[Na+].[BH3-]C#N.[Na+]>[Cl-].[Na+].O.CCOC(C)=O.CO.C(Cl)Cl.CN(C=O)C>[N:4]1([CH2:6][C:7]2[CH:34]=[N:33][C:10]3[O:11][C:12]4[C:17]([N:18]5[CH2:23][CH2:22][O:21][CH2:20][CH2:19]5)=[N:16][C:15]([C:24]5[CH:32]=[CH:31][CH:30]=[C:29]6[C:25]=5[CH:26]=[CH:27][NH:28]6)=[N:14][C:13]=4[C:9]=3[CH:8]=2)[CH2:1][CH2:2][CH2:5]1 |f:1.2,3.4,5.6,7.8,9.10.11|. Procedure: To compound 23 (as per Example S above) (17 mg, 0.04 mmol) in a mixture of dry DMF (2 mL), CH2Cl2 (0.5 mL) and MeOH (0.2 mL) was added azetidine hydrochloride (16 mg, 0.17 mmol) and NaOAc (14 mg, 0.17 mnnol) under Ar(g). After 5 minutes NaBH(OAc)3 (27 m0, 0.13 mmol) and NaBH3CN (5.4 mg, 0.09 mmol) were added and the reaction mixture was stirred for 16 h. EtOAc (45 mL) was added along with 50% saturated brine (5 mL); the layers were separated, extracted with EtOAc (3×10 mL), dried (MgSO4) and con... Reactants: ClC1=NC=C(C(=N1)NC(CC)CC)C#CC(C)O (4-[2-chloro-4-(1-ethyl-propylamino)-pyrimidin-5-yl]-but-3-yn-2-ol), CCCC[N+](CCCC)(CCCC)CCCC.[F-] (TBAF). Run in O (water), C1CCOC1 (THF). The product is ClC=1N=CC2=C(N1)N(C(=C2)C(C)O)C(CC)CC (1-[2-chloro-7-(1-ethyl-propyl)-7H-pyrrolo[2,3-d]pyrimidin-6-yl]-ethanol). Yield: 52.7%. Reaction SMILES: [Cl:1][C:2]1[N:7]=[C:6]([NH:8][CH:9]([CH2:12][CH3:13])[CH2:10][CH3:11])[C:5]([C:14]#[C:15][CH:16]([OH:18])[CH3:17])=[CH:4][N:3]=1.CCCC[N+](CCCC)(CCCC)CCCC.[F-]>C1COCC1.O>[Cl:1][C:2]1[N:3]=[CH:4][C:5]2[CH:14]=[C:15]([CH:16]([OH:18])[CH3:17])[N:8]([CH:9]([CH2:12][CH3:13])[CH2:10][CH3:11])[C:6]=2[N:7]=1 |f:1.2|. Reported procedure: To a solution of 4-[2-chloro-4-(1-ethyl-propylamino)-pyrimidin-5-yl]-but-3-yn-2-ol (0.23 g, 0.85 mmol) in THF (0.5 mL) is added 1M TBAF (4.3 mL). The reaction mixture is heated at reflux for 16 h, diluted with water, extracted with EtOAc. The extracts are dried over Na2SO4 and concentrated in vacuo. The residue is purified by flash chromatography (SiO2, EtOAc/Hexane 1:3) to provide 0.12 g of 1-[2-chloro-7-(1-ethyl-propyl)-7H-pyrrolo[2,3-d]pyrimidin-6-yl]-ethanol.